From a dataset of the Open Reaction Database (ORD), a public repository of structured organic reaction records. describe an organic reaction: reactants, conditions, products, and yield Starting materials: [BH3-]C#N, CO, NCC(O)c1cccc(Cl)c1, [Na+], COC(=O)Cc1ccc(OCC(C)=O)c(O)c1, c1ccccc1. The product is COC(=O)Cc1ccc(OCC(C)NCC(O)c2cccc(Cl)c2)c(O)c1. As a reaction SMILES: [C:35]([BH3-:36])#[N:37].[CH3:39][OH:40].[NH2:1][CH2:2][CH:3]([OH:4])[c:5]1[cH:6][c:7]([Cl:11])[cH:8][cH:9][cH:10]1.[Na+:38].[OH:12][c:13]1[cH:14][c:15]([CH2:24][C:25](=[O:26])[O:27][CH3:28])[cH:16][cH:17][c:18]1[O:19][CH2:20][C:21]([CH3:22])=[O:23].[cH:29]1[cH:30][cH:31][cH:32][cH:33][cH:34]1>>[NH:1]([CH2:2][CH:3]([OH:4])[c:5]1[cH:6][c:7]([Cl:11])[cH:8][cH:9][cH:10]1)[CH:21]([CH2:20][O:19][c:18]1[c:13]([OH:12])[cH:14][c:15]([CH2:24][C:25](=[O:26])[O:27][CH3:28])[cH:16][cH:17]1)[CH3:22]. Starting materials: FC(C(=O)O)(F)F.ClC1=CC=C2C(=C1)NC(C21C(NC(C1C1=C(C(=CC=C1)Cl)F)C(=O)O)CC(C)(C)C)=O (rac-(2′S,3′R,4′S,5′R)-6-chloro-4′-(3-chloro-2-fluoro-phenyl)-2′-(2,2-dimethyl-propyl)-2-oxo-1,2-dihydro-spiro[indole-3,3′-pyrrolidine]-5′-carboxylic acid trifluoroacetic acid), NC1=CC=C(S1)C#N (5-amino-thiophene-2-carbonitrile), C(C)(C)N(CC)C(C)C (diisopropylethylamine), C1(=CC=CC=C1)P(=O)(C1=CC=CC=C1)Cl (diphenylphosphinic chloride). The product is C(#N)C1=CC=C(S1)NC(=O)C1C(C2(C(N1)CC(C)(C)C)C(NC1=CC(=CC=C12)Cl)=O)C1=C(C(=CC=C1)Cl)F (rac-(2′S,3′R,4′S,5′R)-6-chloro-4′-(3-chloro-2-fluoro-phenyl)-2′-(2,2-dimethyl-propyl)-2-oxo-1,2-dihydro-spiro[indole-3,3′-pyrrolidine]-5′-carboxylic acid (5-cyano-thiophen-2-yl)-amide). The yield is 40.4%. RXN SMILES: FC(F)(F)C(O)=O.[Cl:8][C:9]1[CH:14]=[C:13]2[NH:15][C:16](=[O:38])[C:17]3([CH:21]([C:22]4[CH:27]=[CH:26][CH:25]=[C:24]([Cl:28])[C:23]=4[F:29])[CH:20]([C:30](O)=[O:31])[NH:19][CH:18]3[CH2:33][C:34]([CH3:37])([CH3:36])[CH3:35])[C:12]2=[CH:11][CH:10]=1.C(N(C(C)C)CC)(C)C.C1(P(Cl)(C2C=CC=CC=2)=O)C=CC=CC=1.[NH2:63][C:64]1[S:68][C:67]([C:69]#[N:70])=[CH:66][CH:65]=1>>[C:69]([C:67]1[S:68][C:64]([NH:63][C:30]([CH:20]2[NH:19][CH:18]([CH2:33][C:34]([CH3:36])([CH3:35])[CH3:37])[C:17]3([C:12]4[C:13](=[CH:14][C:9]([Cl:8])=[CH:10][CH:11]=4)[NH:15][C:16]3=[O:38])[CH:21]2[C:22]2[CH:27]=[CH:26][CH:25]=[C:24]([Cl:28])[C:23]=2[F:29])=[O:31])=[CH:65][CH:66]=1)#[N:70] |f:0.1|. Procedure details: In a manner similar to the method described in Example 5, rac-(2′S,3′R,4′S,5′R)-6-chloro-4′-(3-chloro-2-fluoro-phenyl)-2′-(2,2-dimethyl-propyl)-2-oxo-1,2-dihydro-spiro[indole-3,3′-pyrrolidine]-5′-carboxylic acid trifluoroacetic acid prepared in Example 4 (0.3 g, 0.52 mmol), was reacted with diisopropylethylamine (0.34 g, 2.6 mmol), diphenylphosphinic chloride (0.37 g, 1.6 mmol), then reacted with 5-amino-thiophene-2-carbonitrile prepared in Example 186 (0.11 g, 0.85 mmol) to give rac-(2′S,3′R,4′... Starting materials: [Cl-], Nc1ccc(-c2cc(Cl)ccc2Cl)c(N)n1, Cc1cccc(C)n1, O=C(O)c1cnon1. The product is Nc1nc(NC(=O)c2cnon2)ccc1-c1cc(Cl)ccc1Cl. As a reaction SMILES: [Cl-:25].[Cl:1][c:2]1[c:3](-[c:9]2[c:10]([NH2:16])[n:11][c:12]([NH2:15])[cH:13][cH:14]2)[cH:4][c:5]([Cl:8])[cH:6][cH:7]1.[n:17]1[c:18]([CH3:19])[cH:20][cH:21][cH:22][c:23]1[CH3:24].[o:26]1[n:27][c:28]([C:31](=[O:32])[OH:33])[cH:29][n:30]1>>[Cl:1][c:2]1[c:3](-[c:9]2[c:10]([NH2:16])[n:11][c:12]([NH:15][C:31]([c:28]3[n:27][o:26][n:30][cH:29]3)=[O:32])[cH:13][cH:14]2)[cH:4][c:5]([Cl:8])[cH:6][cH:7]1. Reactants: C1CCOC1, COC(=O)CCC(C(N)=O)N1Cc2c(O)cccc2C1=O, CC(C)OC(=O)N=NC(=O)OC(C)C, OCc1ccc2ccccc2n1. Yields the product COC(=O)CCC(C(N)=O)N1Cc2c(OCc3ccc4ccccc4n3)cccc2C1=O. RXN SMILES: [CH2:48]1[O:49][CH2:50][CH2:51][CH2:52]1.[NH2:15][C:16]([CH:17]([CH2:18][CH2:19][C:20](=[O:21])[O:22][CH3:23])[N:24]1[C:25](=[O:34])[c:26]2[cH:27][cH:28][cH:29][c:30]([OH:33])[c:31]2[CH2:32]1)=[O:35].[O:1]=[C:2]([O:3][CH:4]([CH3:5])[CH3:6])[N:7]=[N:8][C:9]([O:10][CH:11]([CH3:12])[CH3:13])=[O:14].[n:36]1[c:37]([CH2:46][OH:47])[cH:38][cH:39][c:40]2[cH:41][cH:42][cH:43][cH:44][c:45]12>>[NH2:15][C:16]([CH:17]([CH2:18][CH2:19][C:20](=[O:21])[O:22][CH3:23])[N:24]1[C:25](=[O:34])[c:26]2[cH:27][cH:28][cH:29][c:30]([O:33][CH2:46][c:37]3[n:36][c:45]4[c:40]([cH:39][cH:38]3)[cH:41][cH:42][cH:43][cH:44]4)[c:31]2[CH2:32]1)=[O:35]. The reactants are N1N=CC=C1 (pyrazole), ClC=1N=C(C2=C(N1)SC(=C2)[N+](=O)[O-])NCC2=CC=C(C=C2)F (2-chloro-6-nitro-4-(4-fluorobenzylamino)-thieno-[2,3-d]-pyrimidine). The product is N1(N=CC=C1)C=1N=C(C2=C(N1)SC(=C2)[N+](=O)[O-])NCC2=CC=C(C=C2)F (2-(pyrazol-1-yl)-6-nitro-4-(4-fluorobenzylamino)-thieno-[2,3-d]-pyrimidine). RXN SMILES: [NH:1]1[CH:5]=[CH:4][CH:3]=[N:2]1.Cl[C:7]1[N:8]=[C:9]([NH:19][CH2:20][C:21]2[CH:26]=[CH:25][C:24]([F:27])=[CH:23][CH:22]=2)[C:10]2[CH:15]=[C:14]([N+:16]([O-:18])=[O:17])[S:13][C:11]=2[N:12]=1>>[N:1]1([C:7]2[N:8]=[C:9]([NH:19][CH2:20][C:21]3[CH:26]=[CH:25][C:24]([F:27])=[CH:23][CH:22]=3)[C:10]3[CH:15]=[C:14]([N+:16]([O-:18])=[O:17])[S:13][C:11]=3[N:12]=2)[CH:5]=[CH:4][CH:3]=[N:2]1. Procedure: Following the procedure of Example 97, the reaction of pyrazole with 2-chloro-6-nitro-4-(4-fluorobenzylamino)-thieno-[2,3-d]-pyrimidine gives 2-(pyrazol-1-yl)-6-nitro-4-(4-fluorobenzylamino)-thieno-[2,3-d]-pyrimidine. Reactants: C1CCOC1, COc1ccc(OC)c(CCl)c1, N#Cc1cc(I)ccc1N, [Zn]. The product is COc1ccc(OC)c(C[Zn+])c1, [Cl-]. RXN SMILES: [CH2:24]1[O:25][CH2:26][CH2:27][CH2:28]1.[CH3:1][O:2][c:3]1[c:4]([CH2:5][Cl:6])[cH:7][c:8]([O:11][CH3:12])[cH:9][cH:10]1.[NH2:14][c:15]1[cH:16][cH:17][c:18]([I:19])[cH:20][c:21]1[C:22]#[N:23].[Zn:13]>>[CH3:1][O:2][c:3]1[c:4]([CH2:5][Zn+:13])[cH:7][c:8]([O:11][CH3:12])[cH:9][cH:10]1.[Cl-:6]. The solvent is O1CCCC1 (tetrahydrofuran). Reaction SMILES: C([Li])CCC.Br[C:7]1[C:12]([CH3:13])=[C:11]([O:14][CH3:15])[C:10]([CH3:16])=[C:9]([CH3:17])[C:8]=1[O:18][CH3:19].[CH2:20]([N:27]1[CH2:32][CH2:31][CH:30]([CH:33]=[O:34])[CH2:29][CH2:28]1)[C:21]1[CH:26]=[CH:25][CH:24]=[CH:23][CH:22]=1.O>O1CCCC1>[CH2:20]([N:27]1[CH2:32][CH2:31][CH:30]([CH:33]([C:7]2[C:12]([CH3:13])=[C:11]([O:14][CH3:15])[C:10]([CH3:16])=[C:9]([CH3:17])[C:8]=2[O:18][CH3:19])[OH:34])[CH2:29][CH2:28]1)[C:21]1[CH:26]=[CH:25][CH:24]=[CH:23][CH:22]=1. The product is C(C1=CC=CC=C1)N1CCC(CC1)C(O)C1=C(C(=C(C(=C1C)OC)C)C)OC ((1-Benzyl-4-piperidyl)(2.5-dimethoxy-3,4,6-trimethylphenyl)methanol). Isolated yield 52.5%. Run at time 30 minute. Reported procedure: n-Butyllithium (1.6 M, 19.5 mL, 31.2 mmol) was added to a solution of 1-bromo-2,5-dimethoxy-3,4,6-trimethylbenzene (8.00 g, 30.87 mmol) in tetrahydrofuran (80 mL) at −78° C., and the mixture was stirred for 30 minutes at the same temperature. To the reaction mixture was added 1-benzyl-4-formylpiperidine (6.23 g, 30.65 mmol). The mixture was stirred for 30 minutes at room temperature, then poured into water, and extracted twice with ethyl acetate. The organic layers were combined, washed with an ... Reactants: O (water), C(CCC)[Li] (n-Butyllithium), BrC1=C(C(=C(C(=C1C)OC)C)C)OC (1-bromo-2,5-dimethoxy-3,4,6-trimethylbenzene), C(C1=CC=CC=C1)N1CCC(CC1)C=O (1-benzyl-4-formylpiperidine).